This data is from the Open Reaction Database (ORD), a public repository of structured organic reaction records. The task is: describe an organic reaction: reactants, conditions, products, and yield The reactants are [BH4-], CC(C)(C)OC(=O)N1C=CCC1, [Li]CCCC, CN(C)C=O, CO, [Cl-], [NH4+], [Na+], C1CCOC1, O. Yields the product CC(C)(C)OC(=O)N1CCC=C1CO. RXN SMILES: [BH4-:25].[C:6]([CH3:7])([CH3:8])([CH3:9])[O:10][C:11](=[O:12])[N:13]1[CH2:14][CH2:15][CH:16]=[CH:17]1.[CH2:1]([Li:2])[CH2:3][CH2:4][CH3:5].[CH3:18][N:19]([CH:20]=[O:21])[CH3:22].[CH3:32][OH:33].[Cl-:23].[NH4+:24].[Na+:26].[O:27]1[CH2:28][CH2:29][CH2:30][CH2:31]1.[OH2:34]>>[C:6]([CH3:7])([CH3:8])([CH3:9])[O:10][C:11](=[O:12])[N:13]1[CH2:14][CH2:15][CH:16]=[C:17]1[CH2:20][OH:21].